Dataset: the Open Reaction Database (ORD), a public repository of structured organic reaction records. Task: describe an organic reaction: reactants, conditions, products, and yield As a reaction SMILES: [CH3:14][O:15][c:16]1[cH:17][c:18]2[c:23]([cH:24][cH:25]1)[C:22](=[O:26])[CH:21]([c:27]1[cH:28][cH:29][c:30]([O:33][CH3:34])[cH:31][cH:32]1)[CH2:20][CH2:19]2.[CH3:2][Mg+:3].[Cl-:35].[I-:1].[NH4+:36].[O:37]1[CH2:38][CH2:39][CH2:40][CH2:41]1.[O:4]1[CH:5]([O:10][CH2:11][C:12]#[CH:13])[CH2:6][CH2:7][CH2:8][CH2:9]1>>[O:4]1[CH:5]([O:10][CH2:11][C:12]#[C:13][C:22]2([OH:26])[CH:21]([c:27]3[cH:28][cH:29][c:30]([O:33][CH3:34])[cH:31][cH:32]3)[CH2:20][CH2:19][c:18]3[cH:17][c:16]([O:15][CH3:14])[cH:25][cH:24][c:23]32)[CH2:6][CH2:7][CH2:8][CH2:9]1. Product: COc1ccc(C2CCc3cc(OC)ccc3C2(O)C#CCOC2CCCCO2)cc1. Starting materials: COc1ccc(C2CCc3cc(OC)ccc3C2=O)cc1, C[Mg+], [Cl-], [I-], [NH4+], C1CCOC1, C#CCOC1CCCCO1. Reactants: CCOC(=O)c1sc(N)nc1C, [Na+], C1CCOC1, [OH-], O. The product is Cc1nc(N)sc1C(=O)O. As a reaction SMILES: [NH2:1][c:2]1[s:3][c:4]([C:8](=[O:9])[O:10][CH2:11][CH3:12])[c:5]([CH3:7])[n:6]1.[Na+:14].[O:15]1[CH2:16][CH2:17][CH2:18][CH2:19]1.[OH-:13].[OH2:20]>>[NH2:1][c:2]1[s:3][c:4]([C:8](=[O:9])[OH:10])[c:5]([CH3:7])[n:6]1.